From a dataset of the Open Reaction Database (ORD), a public repository of structured organic reaction records. describe an organic reaction: reactants, conditions, products, and yield Reactants: BrCc1ccccc1, CO, [Cu+2], NC(Cc1ccc(O)cc1)C(=O)O, [Na+], [OH-], O=S(=O)([O-])[O-]. Product: NC(Cc1ccc(OCc2ccccc2)cc1)C(=O)O. RXN SMILES: [Br:16][CH2:17][c:18]1[cH:19][cH:20][cH:21][cH:22][cH:23]1.[CH3:14][OH:15].[Cu+2:31].[NH2:1][CH:2]([CH2:3][c:4]1[cH:5][cH:6][c:7]([OH:8])[cH:9][cH:10]1)[C:11]([OH:12])=[O:13].[Na+:25].[OH-:24].[S:26]([O-:27])([O-:28])(=[O:29])=[O:30]>>[NH2:1][CH:2]([CH2:3][c:4]1[cH:5][cH:6][c:7]([O:8][CH2:17][c:18]2[cH:19][cH:20][cH:21][cH:22][cH:23]2)[cH:9][cH:10]1)[C:11]([OH:12])=[O:13]. Starting materials: C1CCC(CC1)N=C=NC2CCCCC2 (DCC), C(C1=CC=CC=C1)OC(=O)N[C@@H](CC1=CNC2=CC=CC=C12)C(=O)O ((S)—N-benzyloxycarbonyl-L-tryptophan), CO (methanol). The reagents and catalysts are CN(C)C=1C=CN=CC1 (DMAP). Run in C(Cl)Cl (CH2Cl2), C(Cl)Cl (CH2Cl2). Reaction conditions: time 8 hour. The product is COC([C@@H](NC(=O)OCC1=CC=CC=C1)CC1=CNC2=CC=CC=C12)=O ((S)-N-benzyloxycarbonyl-L-tryptophan methyl ester). Reaction SMILES: [CH2:1]([O:8][C:9]([NH:11][C@H:12]([C:23]([OH:25])=[O:24])[CH2:13][C:14]1[C:22]2[C:17](=[CH:18][CH:19]=[CH:20][CH:21]=2)[NH:16][CH:15]=1)=[O:10])[C:2]1[CH:7]=[CH:6][CH:5]=[CH:4][CH:3]=1.CO.[CH2:28]1CCC(N=C=NC2CCCCC2)CC1>C(Cl)Cl.CN(C1C=CN=CC=1)C>[CH3:28][O:24][C:23](=[O:25])[C@H:12]([CH2:13][C:14]1[C:22]2[C:17](=[CH:18][CH:19]=[CH:20][CH:21]=2)[NH:16][CH:15]=1)[NH:11][C:9]([O:8][CH2:1][C:2]1[CH:3]=[CH:4][CH:5]=[CH:6][CH:7]=1)=[O:10]. Procedure: To a stirred suspension of (S)—N-benzyloxycarbonyl-L-tryptophan 1a (2.45 g, 7.2 mmol) in 10 ml anhydrous CH2Cl2, was added DMAP (0.1 g, 0.82 mmol) and methanol (0.28 g, 11.8 mmol). At 0° C., DCC in CH2Cl2 solution was slowly added to the mixture and then it was allowed to warm to room temperature and stirred overnight. After twice filtration and evaporation, the residue was purified by flash column chromatography (n-hexane/EA, 4:1 to 2:1) and afforded the desired product (S)-2a as a colourless o... Starting materials: C(#N)C=1C(=NC(=NC1)SC)NC (5-cyano-4-methylamino-2-methylsulfanyl-pyrimidine), O.NN (hydrazine hydrate). Solvent: C(C)O (ethanol). Conditions: time 3 hour. Product: C(#N)C=1C(=NC(=NC1)NN)NC (5-Cyano-2-hydrazino-4-methylamino-pyrimidine). As a reaction SMILES: [C:1]([C:3]1[C:4]([NH:11][CH3:12])=[N:5][C:6](SC)=[N:7][CH:8]=1)#[N:2].O.[NH2:14][NH2:15]>C(O)C>[C:1]([C:3]1[C:4]([NH:11][CH3:12])=[N:5][C:6]([NH:14][NH2:15])=[N:7][CH:8]=1)#[N:2] |f:1.2|. Procedure details: A mixture of 5-cyano-4-methylamino-2-methylsulfanyl-pyrimidine (25.86 g) from Example 3 and hydrazine hydrate (52 mL) in ethanol (250 mL) was heated at reflux with stirring for 3 hours. The reaction mixture was cooled to room temperature and the insoluble product was collected by filtration, washed with cold aqueous ethanol (1:1) to give 23 g of the title compound. Crystallization from ethanol afforded an analytically pure sample of 5-cyano-2-hydrazino-4-methylamino-pyrimidine; mp 247-249° C. Yields the product O=C(O)c1ccc(Nc2nccc(-c3cccnc3)n2)cc1. As a reaction SMILES: [CH2:1]([CH3:2])[O:3][C:4]([c:5]1[cH:6][cH:7][c:8]([NH:11][c:12]2[n:13][cH:14][cH:15][c:16](-[c:18]3[cH:19][n:20][cH:21][cH:22][cH:23]3)[n:17]2)[cH:9][cH:10]1)=[O:24].[CH3:27][CH2:28][OH:29].[ClH:26].[OH2:25]>>[O:3]=[C:4]([c:5]1[cH:6][cH:7][c:8]([NH:11][c:12]2[n:13][cH:14][cH:15][c:16](-[c:18]3[cH:19][n:20][cH:21][cH:22][cH:23]3)[n:17]2)[cH:9][cH:10]1)[OH:24]. Reactants: CCOC(=O)c1ccc(Nc2nccc(-c3cccnc3)n2)cc1, CCO, Cl, O. Reactants: OC1=C(C=CC(=C1)OC)C(CC(=O)C1=CC=CC=C1)=O (1-(2-hydroxy-4-methoxy-phenyl)-3-phenyl-propan-1,3-dione), C(C)(=O)[O-].[Na+] (sodium acetate). The solvent is C(C)(=O)O (acetic acid). Yields the product COC1=CC=C2C(C=C(OC2=C1)C1=CC=CC=C1)=O (7-Methoxy-2-phenyl-chromen-4-one). Yield: 70.0%. RXN SMILES: O[C:2]1[CH:7]=[C:6]([O:8][CH3:9])[CH:5]=[CH:4][C:3]=1[C:10](=[O:20])[CH2:11][C:12]([C:14]1[CH:19]=[CH:18][CH:17]=[CH:16][CH:15]=1)=[O:13].C([O-])(=O)C.[Na+]>C(O)(=O)C>[CH3:9][O:8][C:6]1[CH:5]=[C:4]2[C:3]([C:10](=[O:20])[CH:11]=[C:12]([C:14]3[CH:19]=[CH:18][CH:17]=[CH:16][CH:15]=3)[O:13]2)=[CH:2][CH:7]=1 |f:1.2|. Procedure: 240 mg (0.89 mmol) of 1-(2-hydroxy-4-methoxy-phenyl)-3-phenyl-propan-1,3-dione was dissolved in acetic acid, and 0.73 g (8.9 mmol) of sodium acetate was added thereto. The mixture was refluxed overnight. Acetic acid was removed by distillation under reduced pressure, and then the residue was purified by silica gel column chromatography (eluent: n-hexane/ethylacetate=5/1, v/v) to give the title compound in a yield of 70%. Reactants: CCCCCCc1ccc(O)cc1, CC(=O)O, O, O=[N+]([O-])O, c1ccccc1. Product: CCCCCCc1ccc(O)c([N+](=O)[O-])c1. Reaction SMILES: [CH2:1]([CH2:2][CH2:3][CH2:4][CH2:5][CH3:6])[c:7]1[cH:8][cH:9][c:10]([OH:13])[cH:11][cH:12]1.[CH3:25][C:26](=[O:27])[OH:28].[OH2:18].[OH:14][N+:15]([O-:16])=[O:17].[cH:19]1[cH:20][cH:21][cH:22][cH:23][cH:24]1>>[CH2:1]([CH2:2][CH2:3][CH2:4][CH2:5][CH3:6])[c:7]1[cH:8][cH:9][c:10]([OH:13])[c:11]([N+:15](=[O:14])[O-:16])[cH:12]1. As a reaction SMILES: [Br:22][N:23]1[C:24](=[O:25])[CH2:26][CH2:27][C:28]1=[O:29].[CH2:1]([CH2:2][CH2:3][CH3:4])[O:5][c:6]1[n:7][c:8]([NH2:21])[c:9]2[n:10][cH:11][n:12]([CH:15]3[O:16][CH2:17][CH2:18][CH2:19][CH2:20]3)[c:13]2[n:14]1.[Cl:35][CH2:36][Cl:37].[O-:30][S:31](=[O:32])(=[O:33])[O-:34]>>[CH2:1]([CH2:2][CH2:3][CH3:4])[O:5][c:6]1[n:7][c:8]([NH2:21])[c:9]2[n:10][c:11]([Br:22])[n:12]([CH:15]3[O:16][CH2:17][CH2:18][CH2:19][CH2:20]3)[c:13]2[n:14]1. Product: CCCCOc1nc(N)c2nc(Br)n(C3CCCCO3)c2n1. The reactants are O=C1CCC(=O)N1Br, CCCCOc1nc(N)c2ncn(C3CCCCO3)c2n1, ClCCl, O=S(=O)([O-])[O-]. Reactants: C(C)(C)(C)OC(N(CC1=CC(=CC=C1)CCOC1OCCCC1)CC1=C(C=CC=C1)OC)=O ((2-Methoxy-benzyl)-{3-[2-(tetrahydro-pyran-2-yloxy)-ethyl]-benzyl}-carbamic acid tert-butyl ester). The solvent is C1CCOC1 (THF), CC(=O)O (AcOH), O (water). The product is C(C)(C)(C)OC(N(CC1=CC(=CC=C1)CCO)CC1=C(C=CC=C1)OC)=O ((2-Methoxy-benzyl)-{3-[2-(hydroxy)-ethyl]-benzyl}-carbamic acid tert-butyl ester). As a reaction SMILES: [C:1]([O:5][C:6](=[O:33])[N:7]([CH2:24][C:25]1[CH:30]=[CH:29][CH:28]=[CH:27][C:26]=1[O:31][CH3:32])[CH2:8][C:9]1[CH:14]=[CH:13][CH:12]=[C:11]([CH2:15][CH2:16][O:17]C2CCCCO2)[CH:10]=1)([CH3:4])([CH3:3])[CH3:2]>C1COCC1.CC(O)=O.O>[C:1]([O:5][C:6](=[O:33])[N:7]([CH2:24][C:25]1[CH:30]=[CH:29][CH:28]=[CH:27][C:26]=1[O:31][CH3:32])[CH2:8][C:9]1[CH:14]=[CH:13][CH:12]=[C:11]([CH2:15][CH2:16][OH:17])[CH:10]=1)([CH3:3])([CH3:4])[CH3:2]. Reported procedure: (2-Methoxy-benzyl)-{3-[2-(tetrahydro-pyran-2-yloxy)-ethyl]-benzyl}-carbamic acid tert-butyl ester (51 g) was dissolved in a mixture of THF (250 mL), AcOH (225 mL) and water (150 mL) and the resulting mixture refluxed for a total of 10 hours. The majority of the tetrahydrofuran and acetic acid was evaporated and the pH of was adjusted to 8 using saturated aqueous sodium bicarbonate solution. The aqueous phase was extracted with ethyl acetate (3×250 mL) and the combined organics were washed with w... Yields the product Cc1c(C=CC=O)sc2ccccc12. Reactants: Cc1c(C=O)sc2ccccc12, Cc1ccccc1, O=CC=P(c1ccccc1)(c1ccccc1)c1ccccc1. RXN SMILES: [CH3:1][c:2]1[c:3]2[c:4]([s:5][c:6]1[CH:7]=[O:8])[cH:9][cH:10][cH:11][cH:12]2.[CH3:35][c:36]1[cH:37][cH:38][cH:39][cH:40][cH:41]1.[CH:13](=[O:14])[CH:15]=[P:16]([c:17]1[cH:18][cH:19][cH:20][cH:21][cH:22]1)([c:23]1[cH:24][cH:25][cH:26][cH:27][cH:28]1)[c:29]1[cH:30][cH:31][cH:32][cH:33][cH:34]1>>[CH3:1][c:2]1[c:3]2[c:4]([s:5][c:6]1[CH:7]=[CH:15][CH:13]=[O:14])[cH:9][cH:10][cH:11][cH:12]2. Starting materials: CN1CCCC1=O, NS(=O)(=O)c1ccc(Cl)cc1, CNc1nc(Cl)cc(Cl)n1, [K]. Yields the product CNc1nc(Cl)cc(NS(=O)(=O)c2ccc(Cl)cc2)n1. As a reaction SMILES: [CH3:23][N:24]1[CH2:25][CH2:26][CH2:27][C:28]1=[O:29].[Cl:12][c:13]1[cH:14][cH:15][c:16]([S:19](=[O:20])(=[O:21])[NH2:22])[cH:17][cH:18]1.[Cl:1][c:2]1[n:3][c:4]([NH:9][CH3:10])[n:5][c:6]([Cl:8])[cH:7]1.[K:11]>>[c:2]1([NH:22][S:19]([c:16]2[cH:15][cH:14][c:13]([Cl:12])[cH:18][cH:17]2)(=[O:20])=[O:21])[n:3][c:4]([NH:9][CH3:10])[n:5][c:6]([Cl:8])[cH:7]1.